Dataset: the Open Reaction Database (ORD), a public repository of structured organic reaction records. Task: describe an organic reaction: reactants, conditions, products, and yield Starting materials: Cl.NCC(=O)C1=CC=C(C=C1)C1=CC=CC=C1 (2-amino-4'-phenylacetophenone, hydrochloride), C(C)O.O (ethanol water), C(C)C=1C=C2C(C(NC2=CC1)=O)=O (5-ethylisatin). Solvent: O1CCCC1 (tetrahydrofuran). The product is NC=1C(=NC2=CC=C(C=C2C1C(=O)O)CC)C1=CC=C(C=C1)C1=CC=CC=C1 (3-Amino-2-[1.1'-biphenyl]-4-yl-6-ethyl-4-quinolinecarboxylic acid). RXN SMILES: Cl.[NH2:2][CH2:3][C:4]([C:6]1[CH:11]=[CH:10][C:9]([C:12]2[CH:17]=[CH:16][CH:15]=[CH:14][CH:13]=2)=[CH:8][CH:7]=1)=O.[CH2:18]([C:20]1[CH:21]=[C:22]2[C:26](=[CH:27][CH:28]=1)[NH:25][C:24](=[O:29])[C:23]2=O)[CH3:19].C([OH:33])C.O>O1CCCC1>[NH2:2][C:3]1[C:4]([C:6]2[CH:11]=[CH:10][C:9]([C:12]3[CH:17]=[CH:16][CH:15]=[CH:14][CH:13]=3)=[CH:8][CH:7]=2)=[N:25][C:26]2[C:22]([C:23]=1[C:24]([OH:29])=[O:33])=[CH:21][C:20]([CH2:18][CH3:19])=[CH:28][CH:27]=2 |f:0.1,3.4|. Reported procedure: A 12.63 g portion of 2-amino-4'-phenylacetophenone, hydrochloride was dissolved in a mixture of 168 ml of absolute ethanol:water (1:1) and 40 ml of tetrahydrofuran. This solution was kept warm and with stirring, added dropwise to the 5-ethylisatin solution over 2 hours. The mixture was refluxed for 2 hours, then the solvent was distilled off at 85° C. and the reaction cooled for 1 hour. The red solids were collected, stirred with 2 liters of water for 1.5 hours and then filtered. The filtrate wa... Starting materials: S (hydrogen sulphide), FC=1C=CC2=C(C(N(CC=3N2C=NC3C#N)C)=O)C1 (8-fluoro-5-methyl-6-oxo-5,6-dihydro-4H-imidazo[1,5-a][1,4]benzodiazepine-3-carbonitrile). Solvent: C(C)N(CC)CC (triethylamine), N1=CC=CC=C1 (pyridine). Run at time 64 hour. Product: FC=1C=CC2=C(C(N(CC=3N2C=NC3C(N)=S)C)=O)C1 (8-fluoro-5-methyl-6-oxo-5,6-dihydro-4H-imidazo[1,5-a][1,4]benzodiazepine-3-thiocarboxamide). Isolated yield 91.0%. As a reaction SMILES: [SH2:1].[F:2][C:3]1[CH:4]=[CH:5][C:6]2[N:12]3[CH:13]=[N:14][C:15]([C:16]#[N:17])=[C:11]3[CH2:10][N:9]([CH3:18])[C:8](=[O:19])[C:7]=2[CH:20]=1>N1C=CC=CC=1.C(N(CC)CC)C>[F:2][C:3]1[CH:4]=[CH:5][C:6]2[N:12]3[CH:13]=[N:14][C:15]([C:16](=[S:1])[NH2:17])=[C:11]3[CH2:10][N:9]([CH3:18])[C:8](=[O:19])[C:7]=2[CH:20]=1. Reported procedure: A stream of hydrogen sulphide was conducted for 1/2 hr. through a solution of 4.4 g (0.0172 mol) of 8-fluoro-5-methyl-6-oxo-5,6-dihydro-4H-imidazo[1,5-a][1,4]benzodiazepine-3-carbonitrile in 100 ml of pyridine and 1 ml of triethylamine. The dark green solution was left to stand for 64 hrs., then de-gassed with a stream of nitrogen and subsequently completely freed from the solvents. The residue was partitioned between dichloromethane/tetrahydrofuran and water, extracted, concentrated, stirred vi... Reactants: FC1=CC=C(C=C1)C=1N=CNC1C1=CC=C(C=C1)F (4,5-bis(4-fluorophenyl)imidazole), O1CCCC=C1 (dihydropyran), B(F)(F)F.CCOCC (boron trifluoride etherate), C(C)(=O)OCC (ethyl acetate), C(C)(=O)OCC (ethyl acetate), O1CCCC=C1 (dihydropyran). The reagents and catalysts are B(F)(F)F.CCOCC (boron trifluoride etherate). The solvent is CCOCC (ether). Run at time 8 hour. The product is FC1=CC=C(C=C1)C=1N=CN(C1C1=CC=C(C=C1)F)C1OCCCC1 (4,5-bis(4-fluorophenyl)-1-(2-tetrahydropyranyl)imidazole). Isolated yield 85.1%. As a reaction SMILES: [F:1][C:2]1[CH:7]=[CH:6][C:5]([C:8]2[N:9]=[CH:10][NH:11][C:12]=2[C:13]2[CH:18]=[CH:17][C:16]([F:19])=[CH:15][CH:14]=2)=[CH:4][CH:3]=1.[O:20]1[CH:25]=[CH:24][CH2:23][CH2:22][CH2:21]1.B(F)(F)F.CCOCC.C(OCC)(=O)C>CCOCC.B(F)(F)F.CCOCC>[F:19][C:16]1[CH:17]=[CH:18][C:13]([C:12]2[N:11]=[CH:10][N:9]([CH:21]3[CH2:22][CH2:23][CH2:24][CH2:25][O:20]3)[C:8]=2[C:5]2[CH:4]=[CH:3][C:2]([F:1])=[CH:7][CH:6]=2)=[CH:14][CH:15]=1 |f:2.3,6.7|. Procedure details: A mixture of 124 g (0.484 mole) of 4,5-bis(4-fluorophenyl)imidazole, 84 g (1.0 mole) dihydropyran, 20 g boron trifluoride etherate and 1 l ethyl acetate was heated at reflux over a weekend. Analysis by TLC (ethyl acetate) showed the presence of some unchanged starting material, so 20 g (~0.24 mole) of dihydropyran and 5 g boron trifluoride etherate was added and heating was continued overnight. The mixture was then diluted with 1 l ether and washed with 10% sodium bicarbonate solution (3×1 l). T... Reactants: [Cl-].[NH4+] (ammonium chloride), CS(=O)(=O)OCC12C([C@H]3C[C@H]([C@H]([C@H]3C1)\C=C\[C@H](CCCCC)O[Si](C)(C)C(C)(C)C)O[Si](C)(C)C(C)(C)C)O2 ((1S,2RS,-3RS,5S,6S,7R)-3-methanesulfonyloxymethyl-2,3-epoxy-6-[(E,3S)-3-t-butyldimethylsilyloxy-1-octenyl]-7-t-butyldimethylsilyloxybicyclo[3.3.0]octane), C1=CC=CC2=CC=CC=C12 (naphthalene), [Na] (sodium), [Cl-].[NH4+] (ammonium chloride). Solvent: O1CCCC1 (tetrahydrofuran), CCCCCC.C(C)(=O)OCC (hexane ethyl acetate), O1CCCC1 (tetrahydrofuran). Run at time 10 minute. Yields the product OC1[C@H]2C[C@H]([C@H]([C@H]2CC1=C)\C=C\[C@H](CCCCC)O[Si](C)(C)C(C)(C)C)O[Si](C)(C)C(C)(C)C ((1S,2RS,5S,-6S,7 R)-2-hydroxy-3-methylene-6-[(E,3S)-3-t-butyldimethylsilyloxy- 1-octenyl) -7-t-butyldimethylsilyloxybicyclo[3.3.0]octane). The yield is 78.3%. RXN SMILES: CS(O[CH2:6][C:7]12[O:39][CH:8]1[C@@H:9]1[C@H:13]([CH2:14]2)[C@H:12](/[CH:15]=[CH:16]/[C@@H:17]([O:23][Si:24]([C:27]([CH3:30])([CH3:29])[CH3:28])([CH3:26])[CH3:25])[CH2:18][CH2:19][CH2:20][CH2:21][CH3:22])[C@H:11]([O:31][Si:32]([C:35]([CH3:38])([CH3:37])[CH3:36])([CH3:34])[CH3:33])[CH2:10]1)(=O)=O.C1C2C(=CC=CC=2)C=CC=1.[Na].[Cl-].[NH4+]>O1CCCC1.CCCCCC.C(OCC)(=O)C>[OH:39][CH:8]1[C:7](=[CH2:6])[CH2:14][C@H:13]2[C@@H:9]1[CH2:10][C@@H:11]([O:31][Si:32]([C:35]([CH3:36])([CH3:38])[CH3:37])([CH3:33])[CH3:34])[C@H:12]2/[CH:15]=[CH:16]/[C@@H:17]([O:23][Si:24]([C:27]([CH3:28])([CH3:29])[CH3:30])([CH3:25])[CH3:26])[CH2:18][CH2:19][CH2:20][CH2:21][CH3:22] |f:3.4,6.7,^1:49|. Procedure: A solution of 917 mg (1.52 mmoles) of (1S,2RS,-3RS,5S,6S,7R)-3-methanesulfonyloxymethyl-2,3-epoxy-6-[(E,3S)-3-t-butyldimethylsilyloxy-1-octenyl]-7-t-butyldimethylsilyloxybicyclo[3.3.0]octane obtained in Example 2 in 3 ml of tetrahydrofuran was added to an anion radical solution prepared by reacting naphthalene (1.28 g, 10 mmoles) with sodium (207 mg, 9 mmoles) in 30 ml of tetrahydrofuran at room temperature for I hour. The mixture was stirred at room temperature for 10 minutes and 3.0 g of ammon... The reactants are [BH3-]C#N, CC(C)=O, CC#N, NC1Cc2ccccc2C1Oc1ccc(Oc2ccc(F)cc2)cc1, [Na+]. Yields the product CC(C)NC1Cc2ccccc2C1Oc1ccc(Oc2ccc(F)cc2)cc1. RXN SMILES: [C:26]([BH3-:27])#[N:28].[CH3:30][C:31]([CH3:32])=[O:33].[CH3:34][C:35]#[N:36].[NH2:1][CH:2]1[CH:3]([O:11][c:12]2[cH:13][cH:14][c:15]([O:18][c:19]3[cH:20][cH:21][c:22]([F:25])[cH:23][cH:24]3)[cH:16][cH:17]2)[c:4]2[cH:5][cH:6][cH:7][cH:8][c:9]2[CH2:10]1.[Na+:29]>>[NH:1]([CH:2]1[CH:3]([O:11][c:12]2[cH:13][cH:14][c:15]([O:18][c:19]3[cH:20][cH:21][c:22]([F:25])[cH:23][cH:24]3)[cH:16][cH:17]2)[c:4]2[cH:5][cH:6][cH:7][cH:8][c:9]2[CH2:10]1)[CH:31]([CH3:30])[CH3:32].